This data is from the Open Reaction Database (ORD), a public repository of structured organic reaction records. The task is: describe an organic reaction: reactants, conditions, products, and yield Starting materials: COC(=O)C1=NN(C(=C1C(C)C)C(=O)OCC1=CC=CC=C1)C1=CC=C(C=C1)F (1-(4-fluoro-phenyl)-4-isopropyl-1H-pyrazole-3,5-dicarboxylic acid 5-benzyl ester 3-methyl ester). The reagents and catalysts are [Pd] (Pd—C). Run in CO (MeOH). Reaction conditions: temperature 25 celsius, time 3 hour. Product: COC(=O)C1=NN(C(=C1C(C)C)C(=O)O)C1=CC=C(C=C1)F (1-(4-fluoro-phenyl)-4-isopropyl-1H-pyrazole-3,5-dicarboxylic acid 3-methyl ester). Yield: 99.7%. As a reaction SMILES: [CH3:1][O:2][C:3]([C:5]1[C:9]([CH:10]([CH3:12])[CH3:11])=[C:8]([C:13]([O:15]CC2C=CC=CC=2)=[O:14])[N:7]([C:23]2[CH:28]=[CH:27][C:26]([F:29])=[CH:25][CH:24]=2)[N:6]=1)=[O:4]>CO.[Pd]>[CH3:1][O:2][C:3]([C:5]1[C:9]([CH:10]([CH3:12])[CH3:11])=[C:8]([C:13]([OH:15])=[O:14])[N:7]([C:23]2[CH:28]=[CH:27][C:26]([F:29])=[CH:25][CH:24]=2)[N:6]=1)=[O:4]. Reported procedure: To a solution of 1-(4-fluoro-phenyl)-4-isopropyl-1H-pyrazole-3,5-dicarboxylic acid 5-benzyl ester 3-methyl ester (18.95 g, 47.8 mmol) in MeOH (300 mL) at 25° C. under N2 was added 10% Pd—C (700 mg; commercially available from Sigma Aldrich). The reaction vessel was evacuated and filled with H2 and then stirred at 25° C. for 3 hrs. Subsequently, the reaction vessel was flushed with N2 and filtered through a pad of celite. The filtrate was concentrated to afford 1-(4-fluoro-phenyl)-4-isopropyl-1H-... Starting materials: NC1=NC=C(C#N)C(=C1)F (6-amino-4-fluoronicotinonitrile), NC1=NC=C(C#N)C(=C1)F (6-amino-4-fluoronicotinonitrile), COCCN (2-methoxyethylamine), CCN(C(C)C)C(C)C (DIPEA). The solvent is CC(=O)N(C)C (DMA). Reaction conditions: temperature 50 celsius, time 15 hour. The product is NC1=NC=C(C#N)C(=C1)NCCOC (6-amino-4-((2-methoxyethyl)amino)nicotinonitrile). As a reaction SMILES: [NH2:1][C:2]1[CH:9]=[C:8](F)[C:5]([C:6]#[N:7])=[CH:4][N:3]=1.[CH3:11][O:12][CH2:13][CH2:14][NH2:15].CCN(C(C)C)C(C)C>CC(N(C)C)=O>[NH2:1][C:2]1[CH:9]=[C:8]([NH:15][CH2:14][CH2:13][O:12][CH3:11])[C:5]([C:6]#[N:7])=[CH:4][N:3]=1. Procedure details: A solution of 6-amino-4-fluoronicotinonitrile (intermediate 21, 1.10 g, 8.02 mmol) in DMA (20 ml) was treated with 2-methoxyethylamine (2.07 ml, 24.1 mmol) and DIPEA (4.20 mL, 24.1 mmol), heated to 50° C. and stirred for 15 h. The reaction mixture was cooled to room temperature and concentrated. The crude material was purified by normal phase chromatography (24 g silica gel cartridge, heptanes/EtOAc 100:0 to 0:100). The product containing fractions were concentrated and dried under vacuum to giv... Starting materials: P(=O)([O-])([O-])[O-].[K+].[K+].[K+] (potassium phosphate), BrC1=CC=2C(=NC=C(N2)CCC2=CC(=CC(=C2)OC)OC)N1S(=O)(=O)C1=CC=CC=C1 (6-bromo-2-[2-(3,5-dimethoxyphenyl)ethyl]-5-(phenylsulfonyl)-5H-pyrrolo[2,3-b]pyrazine), ClCCl (dichloromethane), C(C)(C)(C)OC(CN1N=CC(=C1)B1OC(C(O1)(C)C)(C)C)=O (tert-butyl[4-(4,4,5,5-tetramethyl-1,3,2-dioxaborolan-2-yl)-1H-pyrazol-1-yl]acetate). The reagents and catalysts are C1=CC=C(C=C1)P([C-]2C=CC=C2)C3=CC=CC=C3.C1=CC=C(C=C1)P([C-]2C=CC=C2)C3=CC=CC=C3.Cl[Pd]Cl.[Fe+2] ([1,1′-bis(diphenylphosphino)ferrocene]dichloropalladium(II)). Run in O1CCOCC1 (1,4-dioxane), O (water). Run at temperature 88 celsius, time 1 hour. Product: COC=1C=C(C=C(C1)OC)CCC=1N=C2C(=NC1)N(C(=C2)C=2C=NN(C2)CC(=O)O)S(=O)(=O)C2=CC=CC=C2 ({4-[2-[2-(3,5-dimethoxyphenyl)ethyl]-5-(phenylsulfonyl)-5H-pyrrolo[2,3-b]pyrazin-6-yl]-1H-pyrazol-1-yl}acetic acid). Isolated yield 91.8%. As a reaction SMILES: Br[C:2]1[N:22]([S:23]([C:26]2[CH:31]=[CH:30][CH:29]=[CH:28][CH:27]=2)(=[O:25])=[O:24])[C:5]2=[N:6][CH:7]=[C:8]([CH2:10][CH2:11][C:12]3[CH:17]=[C:16]([O:18][CH3:19])[CH:15]=[C:14]([O:20][CH3:21])[CH:13]=3)[N:9]=[C:4]2[CH:3]=1.ClCCl.C([O:39][C:40](=[O:56])[CH2:41][N:42]1[CH:46]=[C:45](B2OC(C)(C)C(C)(C)O2)[CH:44]=[N:43]1)(C)(C)C.P([O-])([O-])([O-])=O.[K+].[K+].[K+]>O.C1C=CC(P(C2C=CC=CC=2)[C-]2C=CC=C2)=CC=1.C1C=CC(P(C2C=CC=CC=2)[C-]2C=CC=C2)=CC=1.Cl[Pd]Cl.[Fe+2].O1CCOCC1>[CH3:21][O:20][C:14]1[CH:13]=[C:12]([CH2:11][CH2:10][C:8]2[N:9]=[C:4]3[CH:3]=[C:2]([C:45]4[CH:44]=[N:43][N:42]([CH2:41][C:40]([OH:56])=[O:39])[CH:46]=4)[N:22]([S:23]([C:26]4[CH:31]=[CH:30][CH:29]=[CH:28][CH:27]=4)(=[O:25])=[O:24])[C:5]3=[N:6][CH:7]=2)[CH:17]=[C:16]([O:18][CH3:19])[CH:15]=1 |f:3.4.5.6,8.9.10.11|. Procedure: A stirred mixture of 6-bromo-2-[2-(3,5-dimethoxyphenyl)ethyl]-5-(phenylsulfonyl)-5H-pyrrolo[2,3-b]pyrazine (from Example 1, Step 4, 40.0 mg, 79.7 μmol), [1,1′-bis(diphenylphosphino)ferrocene]dichloropalladium(II) complexed with dichloromethane (1:1) (3.25 mg, 3.98 μmol), tert-butyl[4-(4,4,5,5-tetramethyl-1,3,2-dioxaborolan-2-yl)-1H-pyrazol-1-yl]acetate (24.5 mg, 79.6 μmol), and potassium phosphate (33.8 mg, 0.159 mmol) in water (0.5 mL)/1,4-dioxane (1.0 mL) was heated at 88° C. After 1 hour, the... The reactants are C(C)NC=1C=C(C=CC1C)O (3-(ethylamino)-4-methylphenol), C(=O)C1=CC=C(OCC(=O)O)C=C1 (2-(4-formylphenoxy)acetic acid), C(=O)C1=CC=C(OCC(=O)O)C=C1 (2-(4-formylphenoxy)acetic acid), C(C)N1C(C=C(C2=CC=C(C=C12)O)C)(C)C (1-ethyl-2,2,4-trimethyl-1,2-dihydroquinolin-7-ol). Run in CO (methanol), CO (methanol). Product: C(C)NC=1C(=CC=2C(=C3C=C(C(C=C3OC2C1)=NCC)C)C1=CC=C(OCC(=O)O)C=C1)C (2-(4-(3-(ethylamino)-6-(ethylimino)-2,7-dimethyl-6H-xanthen-9-yl)phenoxy)acetic acid). Yield: 12.0%. Reaction SMILES: [CH2:1]([NH:3][C:4]1[CH:5]=[C:6]([OH:11])[CH:7]=[CH:8][C:9]=1[CH3:10])[CH3:2].[CH:12]([C:14]1[CH:24]=[CH:23][C:17]([O:18][CH2:19][C:20]([OH:22])=[O:21])=[CH:16][CH:15]=1)=O.[CH2:25]([N:27]1[C:36]2[C:31](=[CH:32][CH:33]=[C:34](O)[CH:35]=2)[C:30](C)=CC1(C)C)[CH3:26]>CO>[CH2:1]([NH:3][C:4]1[C:9]([CH3:10])=[CH:8][C:7]2[C:12]([C:14]3[CH:24]=[CH:23][C:17]([O:18][CH2:19][C:20]([OH:22])=[O:21])=[CH:16][CH:15]=3)=[C:33]3[C:34]([O:11][C:6]=2[CH:5]=1)=[CH:35][C:36](=[N:27][CH2:25][CH3:26])[C:31]([CH3:30])=[CH:32]3)[CH3:2]. Procedure details: Dye 4 (shown below) was prepared using the procedure described in Example 4 except that 3-(ethylamino)-4-methylphenol and 2-(4-formylphenoxy)acetic acid substituted for 1-ethyl-2,2,4-trimethyl-1,2-dihydroquinolin-7-ol and 2-(4-formylphenoxy)acetic acid. Yield: 12%. λabs=525 nm (in methanol), λem=540 nm (in methanol). Starting materials: FC=1C=C2C(=CNC2=CC1F)C=1C=NN(C1)CC1CCNCC1 (5,6-difluoro-3-(1-(piperidin-4-ylmethyl)-1H-pyrazol-4-yl)-1H-indole), FC=1C=C2C(=CNC2=CC1F)C=1C=NN(C1)CC1CCNCC1 (5,6-difluoro-3-(1-(piperidin-4-ylmethyl)-1H-pyrazol-4-yl)-1H-indole), [OH-].[Na+] (NaOH). Solvent: CO (MeOH), O (water). Conditions: temperature 85 celsius, time 4 hour. The product is FC1=CC=C2C(=CNC2=C1)C=1C=NNC1 (6-fluoro-3-(1H-pyrazol-4-yl)-1H-indole). The yield is 35.9%. RXN SMILES: F[C:2]1[CH:3]=[C:4]2[C:8](=[CH:9][C:10]=1[F:11])[NH:7][CH:6]=[C:5]2[C:12]1[CH:13]=[N:14][N:15](CC2CCNCC2)[CH:16]=1.[OH-].[Na+]>CO.O>[F:11][C:10]1[CH:9]=[C:8]2[C:4]([C:5]([C:12]3[CH:16]=[N:15][NH:14][CH:13]=3)=[CH:6][NH:7]2)=[CH:3][CH:2]=1 |f:1.2|. Procedure details: To a solution of 6-fluoro-1-(phenylsulfonyl)-3-(1H-pyrazol-4-yl)-1H-indole (Intermediate 5; 183 mg; 0.54 mmol) in MeOH (20 mL) was added a solution of NaOH (142 mg; 3.55 mmol) in water (1 mL). The reaction mixture was stirred at 85° C. for 4 h, concentrated, diluted with H2O (5 mL), and extracted with Et2O (10 mL×3). The combined organic layers were washed with water (10 mL×2), brine (10 mL), dried over anhydrous Na2SO4, filtered, and concentrated. The crude product was purified by preparative H... The reactants are C(C=C)[Mg]Br (allyl magnesium bromide), C(C1=CC=CC=C1)=NS(=O)(=O)C1=CC=CC=C1 (N-benzylidenebenzene sulfonamide). Run in CCOCC (Et2O), C1CCOC1 (THF), [Cl-].[Na+].O (brine). Yields the product C1(=CC=CC=C1)C(CC=C)NS(=O)(=O)C1=CC=CC=C1 (N-(1-Phenylbut-3-enyl)benzenesulfonamide). The yield is 64.8%. As a reaction SMILES: [CH2:1]([Mg]Br)[CH:2]=[CH2:3].[CH:6](=[N:13][S:14]([C:17]1[CH:22]=[CH:21][CH:20]=[CH:19][CH:18]=1)(=[O:16])=[O:15])[C:7]1[CH:12]=[CH:11][CH:10]=[CH:9][CH:8]=1>CCOCC.C1COCC1.[Cl-].[Na+].O>[C:7]1([CH:6]([NH:13][S:14]([C:17]2[CH:22]=[CH:21][CH:20]=[CH:19][CH:18]=2)(=[O:15])=[O:16])[CH2:3][CH:2]=[CH2:1])[CH:8]=[CH:9][CH:10]=[CH:11][CH:12]=1 |f:4.5.6|. Procedure: A solution of allyl magnesium bromide (12 mmol) in Et2O (1.0 M, 12 mL) was added dropwise over 10 min to a stirred solution of N-benzylidenebenzene sulfonamide (2.5 g, 10.2 mmol) in THF (40 mL) under N2. After 2 h the mixture was poured into brine and extracted with EtOAc. These extracts were washed with H2O and brine then dried (MgSO4) and concentrated under reduced pressure. The residue was purified by column chromatography on silica eluting with CH2Cl2 to give the benzenesulfonamide as a whit... Starting materials: [Li]CCCC (n-BuLi), BrC1=C(C=CC(=C1)C)C(CC)(CC)OCOC (2-bromo-1-(3-(methoxymethoxy)pentan-3-yl)-4-methylbenzene), B(OC(C)C)(OC(C)C)OC(C)C (triisopropyl borate). Solvent: C1CCOC1 (THF), C1CCOC1 (THF). Reaction conditions: temperature -78 celsius, time 1 hour. Product: C(C)C1(C2=C(B(O1)O)C=C(C=C2)C)CC (3,3-diethyl-6-methylbenzo[c][1,2]oxaborol-1(3H)-ol). Isolated yield 39.2%. RXN SMILES: Br[C:2]1[CH:7]=[C:6]([CH3:8])[CH:5]=[CH:4][C:3]=1[C:9]([O:14]COC)([CH2:12][CH3:13])[CH2:10][CH3:11].[Li]CCCC.[B:23](OC(C)C)(OC(C)C)[O:24]C(C)C>C1COCC1>[CH2:10]([C:9]1([CH2:12][CH3:13])[O:14][B:23]([OH:24])[C:2]2[CH:7]=[C:6]([CH3:8])[CH:5]=[CH:4][C:3]1=2)[CH3:11]. Procedure: To a solution of 2-bromo-1-(3-(methoxymethoxy)pentan-3-yl)-4-methylbenzene (3.0 g, 10 mmol) in THF (80 mL) cooled at −78° C. was added n-BuLi (12 mL, 30 mmol) dropwise. The mixture was stirred at −78° C. for additional 1 h and then triisopropyl borate (3.76 g, 20 mmol) in 5 mL of THF was added below −70° C. The resulting mixture was kept stirring at −78° C. for 30 min and allowed to warm to rt and stirred overnight. Then it was quenched with aqueous NH4Cl and extracted with ethyl acetate. The or... Starting materials: C(C)O (ethanol), C(SC=1C=NC(=CC1)C(F)(F)F)(OCC)=S (O-ethyl S-(6-trifluoromethylpyridin-3-yl) dithiocarbonate), [OH-].[Na+] (sodium hydroxide). The solvent is O (water). Conditions: temperature 65 celsius, time 2 hour. Product: FC(C1=CC=C(C=N1)S)(F)F (6-trifluoromethylpyridine-3-thiol). RXN SMILES: C(O)C.C(=S)(OCC)[S:5][C:6]1[CH:7]=[N:8][C:9]([C:12]([F:15])([F:14])[F:13])=[CH:10][CH:11]=1.[OH-].[Na+]>O>[F:15][C:12]([F:13])([F:14])[C:9]1[N:8]=[CH:7][C:6]([SH:5])=[CH:11][CH:10]=1 |f:2.3|. Procedure: To an ethanol (2 ml) solution of O-ethyl S-(6-trifluoromethylpyridin-3-yl) dithiocarbonate (160 mg, 0.60 mmol) was added a 1N aqueous sodium hydroxide solution (2 ml). The resulting mixture was stirred at 65° C. for 2 hours. After the reaction mixture was cooled to room temperature and then, water was added thereto. The resulting mixture was washed with dichloromethane. The water layer was acidified with 1N hydrochloric acid, and the product was extracted with dichloromethane. The organic layer ...